From a dataset of the Open Reaction Database (ORD), a public repository of structured organic reaction records. describe an organic reaction: reactants, conditions, products, and yield Starting materials: COc1cc(Br)ccc1C(=O)O, CCN=C=NCCCN(C)C, CN(C)c1ccncc1, CN(C)C=O, ClCCl, COc1ccccc1I, NS(=O)(=O)C=Cc1ccccc1. Product: COc1cc(Br)ccc1C(=O)NS(=O)(=O)C=Cc1ccccc1. As a reaction SMILES: [Br:1][c:2]1[cH:3][c:4]([O:11][CH3:12])[c:5]([C:6](=[O:7])[OH:8])[cH:9][cH:10]1.[CH2:34]([N:35]=[C:36]=[N:37][CH2:38][CH2:39][CH2:40][N:41]([CH3:42])[CH3:43])[CH3:44].[CH3:48][N:49]([CH3:50])[c:51]1[cH:52][cH:53][n:54][cH:55][cH:56]1.[CH3:57][N:58]([CH3:59])[CH:60]=[O:61].[Cl:45][CH2:46][Cl:47].[I:25][c:26]1[cH:27][cH:28][cH:29][cH:30][c:31]1[O:32][CH3:33].[c:13]1([CH:19]=[CH:20][S:21](=[O:22])(=[O:23])[NH2:24])[cH:14][cH:15][cH:16][cH:17][cH:18]1>>[Br:1][c:2]1[cH:3][c:4]([O:11][CH3:12])[c:5]([C:6](=[O:8])[NH:24][S:21]([CH:20]=[CH:19][c:13]2[cH:14][cH:15][cH:16][cH:17][cH:18]2)(=[O:22])=[O:23])[cH:9][cH:10]1. Starting materials: C[Si](CCOCN(C1=CC(=NC=2N1N=CC2)C2CCC(CC2)=CC(=O)OCC)COCC[Si](C)(C)C)(C)C (ethyl 2-(4-(7-(bis((2-(trimethylsilyl)ethoxy)methyl)amino)pyrazolo[1,5-a]pyrimidin-5-yl)cyclohexylidene)acetate), C(#N)CP(OCC)(OCC)=O (diethyl cyanomethylphosphonate), triethyl phosphonoacetate. Yields the product C[Si](CCOCN(C1=CC(=NC=2N1N=CC2)C2CCC(CC2)=CC#N)COCC[Si](C)(C)C)(C)C (2-(4-(7-(Bis((2-(trimethylsilyl)ethoxy)methyl)amino)pyrazolo[1,5-a]pyrimidin-5-yl)cyclohexylidene)acetonitrile). Reaction SMILES: [CH3:1][Si:2]([CH3:38])([CH3:37])[CH2:3][CH2:4][O:5][CH2:6][N:7]([CH2:29][O:30][CH2:31][CH2:32][Si:33]([CH3:36])([CH3:35])[CH3:34])[C:8]1[N:13]2[N:14]=[CH:15][CH:16]=[C:12]2[N:11]=[C:10]([CH:17]2[CH2:22][CH2:21][C:20](=[CH:23][C:24](OCC)=O)[CH2:19][CH2:18]2)[CH:9]=1.C(CP(=O)(OCC)OCC)#[N:40]>>[CH3:36][Si:33]([CH3:34])([CH3:35])[CH2:32][CH2:31][O:30][CH2:29][N:7]([CH2:6][O:5][CH2:4][CH2:3][Si:2]([CH3:38])([CH3:37])[CH3:1])[C:8]1[N:13]2[N:14]=[CH:15][CH:16]=[C:12]2[N:11]=[C:10]([CH:17]2[CH2:18][CH2:19][C:20](=[CH:23][C:24]#[N:40])[CH2:21][CH2:22]2)[CH:9]=1. Procedure details: 2-(4-(7-(Bis((2-(trimethylsilyl)ethoxy)methyl)amino)pyrazolo[1,5-a]pyrimidin-5-yl)cyclohexylidene)acetonitrile was synthesized in a manner similar to the synthesis of ethyl 2-(4-(7-(bis((2-(trimethylsilyl)ethoxy)methyl)amino)pyrazolo[1,5-a]pyrimidin-5-yl)cyclohexylidene)acetate, but with diethyl cyanomethylphosphonate substituted for triethyl phosphonoacetate. The reactants are Clc1ccc2ncc(Br)cc2n1, N, C1COCCO1, O. Yields the product Nc1ccc2ncc(Br)cc2n1. As a reaction SMILES: [Br:1][c:2]1[cH:3][n:4][c:5]2[cH:6][cH:7][c:8]([Cl:12])[n:9][c:10]2[cH:11]1.[NH3:13].[O:15]1[CH2:16][CH2:17][O:18][CH2:19][CH2:20]1.[OH2:14]>>[Br:1][c:2]1[cH:3][n:4][c:5]2[cH:6][cH:7][c:8]([NH2:13])[n:9][c:10]2[cH:11]1. Starting materials: C(C)(=O)OCC (ethyl acetate), C(C)(C)(C)OC(=O)NC1(CCOCC1)C=CC(=O)OCC (ethyl 3-(4-t-butoxycarbonylamino-tetrahydro-pyran-4-yl)-acrylate), [H][H] (hydrogen). The reagents and catalysts are [C].[Pd] (palladium carbon). Run in CO (methanol). The product is C(C)(C)(C)OC(=O)NC1(CCOCC1)CCC(=O)OCC (ethyl 3-(4-t-butoxycarbonylamino-tetrahydro-pyran-4-yl)-propionate). As a reaction SMILES: C(OCC)(=O)C.[C:7]([O:11][C:12]([NH:14][C:15]1([CH:21]=[CH:22][C:23]([O:25][CH2:26][CH3:27])=[O:24])[CH2:20][CH2:19][O:18][CH2:17][CH2:16]1)=[O:13])([CH3:10])([CH3:9])[CH3:8].[H][H]>[C].[Pd].CO>[C:7]([O:11][C:12]([NH:14][C:15]1([CH2:21][CH2:22][C:23]([O:25][CH2:26][CH3:27])=[O:24])[CH2:20][CH2:19][O:18][CH2:17][CH2:16]1)=[O:13])([CH3:10])([CH3:9])[CH3:8] |f:3.4|. Procedure: In the ethyl acetate (30 mL) and methanol (12 mL) mixed solution of ethyl 3-(4-t-butoxycarbonylamino-tetrahydro-pyran-4-yl)-acrylate which had been obtained in 3), 5% palladium carbon catalyst was added at room temperature. The reaction mixture was stirred under the hydrogen gas stream at room temperature for 75 minutes. The palladium catalyst was removed by filtration with Celite, and the filtrate was concentrated and dried up to give colorless oily matter (2.69 g). Product: COC(=O)C1=C(C)NC(C)=C(C(=O)OCCCCCCN)C1c1ccccc1[N+](=O)[O-]. RXN SMILES: [CH3:1][C:2]1=[C:7]([C:8](=[O:9])[O:10][CH3:11])[CH:6]([c:12]2[c:13]([N+:18](=[O:19])[O-:20])[cH:14][cH:15][cH:16][cH:17]2)[C:5]([C:21](=[O:22])[O:23][CH2:24][CH2:25][CH2:26][CH2:27][CH2:28][CH2:29][N:30]2[C:31](=[O:32])[c:33]3[cH:34][cH:35][cH:36][cH:37][c:38]3[C:39]2=[O:40])=[C:4]([CH3:41])[NH:3]1.[NH2:43][NH2:44].[OH2:42]>>[CH3:1][C:2]1=[C:7]([C:8](=[O:9])[O:10][CH3:11])[CH:6]([c:12]2[c:13]([N+:18](=[O:19])[O-:20])[cH:14][cH:15][cH:16][cH:17]2)[C:5]([C:21](=[O:22])[O:23][CH2:24][CH2:25][CH2:26][CH2:27][CH2:28][CH2:29][NH2:30])=[C:4]([CH3:41])[NH:3]1. The reactants are COC(=O)C1=C(C)NC(C)=C(C(=O)OCCCCCCN2C(=O)c3ccccc3C2=O)C1c1ccccc1[N+](=O)[O-], NN, O. Reactants: CC(C)(C)OC(=O)N1CC2CN(c3cncc(C(=O)O)c3)CC2C1, NCCc1ccc(Cl)c(Cl)c1. Yields the product CC(C)(C)OC(=O)N1CC2CN(c3cncc(C(=O)NCCc4ccc(Cl)c(Cl)c4)c3)CC2C1. Reaction SMILES: [C:1]([CH3:2])([CH3:3])([CH3:4])[O:5][C:6](=[O:7])[N:8]1[CH2:9][CH:10]2[CH:11]([CH2:12]1)[CH2:13][N:14]([c:16]1[cH:17][n:18][cH:19][c:20]([C:21](=[O:22])[OH:23])[cH:24]1)[CH2:15]2.[Cl:25][c:26]1[cH:27][c:28]([CH2:29][CH2:30][NH2:31])[cH:32][cH:33][c:34]1[Cl:35]>>[C:1]([CH3:2])([CH3:3])([CH3:4])[O:5][C:6](=[O:7])[N:8]1[CH2:9][CH:10]2[CH:11]([CH2:12]1)[CH2:13][N:14]([c:16]1[cH:17][n:18][cH:19][c:20]([C:21](=[O:23])[NH:31][CH2:30][CH2:29][c:28]3[cH:27][c:26]([Cl:25])[c:34]([Cl:35])[cH:33][cH:32]3)[cH:24]1)[CH2:15]2.